This data is from the Open Reaction Database (ORD), a public repository of structured organic reaction records. The task is: describe an organic reaction: reactants, conditions, products, and yield Starting materials: CC(C)(C)OC(=O)N1CCN(Cc2cccc(C(=O)NC3CCC3)c2)CC1, ClCCl, O=C(O)C(F)(F)F. Product: O=C(NC1CCC1)c1cccc(CN2CCNCC2)c1. As a reaction SMILES: [CH:1]1([NH:5][C:6](=[O:7])[c:8]2[cH:9][c:10]([CH2:11][N:12]3[CH2:13][CH2:14][N:15]([C:18]([O:19][C:20]([CH3:21])([CH3:22])[CH3:23])=[O:24])[CH2:16][CH2:17]3)[cH:25][cH:26][cH:27]2)[CH2:2][CH2:3][CH2:4]1.[Cl:35][CH2:36][Cl:37].[OH:28][C:29]([C:30]([F:31])([F:32])[F:33])=[O:34]>>[CH:1]1([NH:5][C:6](=[O:7])[c:8]2[cH:9][c:10]([CH2:11][N:12]3[CH2:13][CH2:14][NH:15][CH2:16][CH2:17]3)[cH:25][cH:26][cH:27]2)[CH2:2][CH2:3][CH2:4]1. The reactants are CN(CC(CN)(C)C)C (3-dimethylamino-2,2-dimethylpropylamine), C(C=C)(=O)O (acrylic acid), N,N'-diphenylenediamine. Solvent: B(F)(F)F (BF3). Product: CN(CC(CNC(C=C)=O)(C)C)C (N-(3-dimethylamino-2,2-dimethylpropyl)acrylamide). Yield: 72.0%. RXN SMILES: [CH3:1][N:2]([CH3:9])[CH2:3][C:4]([CH3:8])([CH3:7])[CH2:5][NH2:6].[C:10](O)(=[O:13])[CH:11]=[CH2:12]>B(F)(F)F>[CH3:1][N:2]([CH3:9])[CH2:3][C:4]([CH3:8])([CH3:7])[CH2:5][NH:6][C:10](=[O:13])[CH:11]=[CH2:12]. Reported procedure: Proceeding as in Example 1, 260 g 3-dimethylamino-2,2-dimethylpropylamine; 144 g acrylic acid; 4 g N,N'-diphenylenediamine; and 10 ml BF3-etherate were mixed. It was found possible to isolate 265 g (72%) of the N-(3-dimethylamino-2,2-dimethylpropyl)acrylamide. Starting materials: COCC(=O)C1=CNC2=C(C=CC=C2C1=O)OC (3-Methoxyacetyl-8-methoxy-4-(1H)-quinolone), P(=O)(Cl)(Cl)Cl (phosphoryl chloride). Run in C(Cl)(Cl)Cl (chloroform). Product: ClC1=C(C=NC2=C(C=CC=C12)OC)C(COC)=O (4-chloro-8-methoxy-3-methoxyacetylquinoline). Isolated yield 45.8%. RXN SMILES: [CH3:1][O:2][CH2:3][C:4]([C:6]1[C:15](=O)[C:14]2[C:9](=[C:10]([O:17][CH3:18])[CH:11]=[CH:12][CH:13]=2)[NH:8][CH:7]=1)=[O:5].P(Cl)(Cl)([Cl:21])=O>C(Cl)(Cl)Cl>[Cl:21][C:15]1[C:14]2[C:9](=[C:10]([O:17][CH3:18])[CH:11]=[CH:12][CH:13]=2)[N:8]=[CH:7][C:6]=1[C:4](=[O:5])[CH2:3][O:2][CH3:1]. Reported procedure: 3-Methoxyacetyl-8-methoxy-4-(1H)-quinolone (39 g, 0.16 mol) was heated under reflux in a mixture of phosphoryl chloride (150 ml) and chloroform (200 ml) for 45 minutes. The solvent was evaporated and the mixture was partitioned between chloroform and sodium hydrogen carbonate solution. The aqueous layer was separated and extracted with chloroform. The combined organic solutions were washed with sodium hydrogen carbonate solution and brine. Evaporation gave an oil which afforded yellow crystals o... The reactants are ClCCl (dichloromethane), Cl (hydrogen chloride), C(C)(C)(C)OC(=O)NC1=C(N=C(S1)C1=C(C=CC=C1F)F)C(=O)NC1=C(N(N=C1)C)N1CCCC2(CN(C2)C(=O)OC(C)(C)C)C1 (tert-butyl 8-[4-[[5-(tert-butoxycarbonylamino)-2-(2,6-difluorophenyl)thiazole-4-carbonyl]amino]-2-methyl-pyrazol-3-yl]-2,8-diazaspiro[3.5]nonane-2-carboxylate). The solvent is O1CCOCC1 (1,4-Dioxane), CO (methanol). Run at time 16 hour. Product: NC1=C(N=C(S1)C1=C(C=CC=C1F)F)C(=O)NC=1C=NN(C1N1CC2(CNC2)CCC1)C (5-amino-N-[5-(2,6-diazaspiro[3.5]nonan-6-yl)-1-methyl-pyrazol-4-yl]-2-(2,6-difluorophenyl)thiazole-4-carboxamide). The yield is 147.2%. RXN SMILES: C(OC([NH:8][C:9]1[S:13][C:12]([C:14]2[C:19]([F:20])=[CH:18][CH:17]=[CH:16][C:15]=2[F:21])=[N:11][C:10]=1[C:22]([NH:24][C:25]1[CH:29]=[N:28][N:27]([CH3:30])[C:26]=1[N:31]1[CH2:46][C:35]2([CH2:38][N:37](C(OC(C)(C)C)=O)[CH2:36]2)[CH2:34][CH2:33][CH2:32]1)=[O:23])=O)(C)(C)C.ClCCl.Cl>CO.O1CCOCC1>[NH2:8][C:9]1[S:13][C:12]([C:14]2[C:19]([F:20])=[CH:18][CH:17]=[CH:16][C:15]=2[F:21])=[N:11][C:10]=1[C:22]([NH:24][C:25]1[CH:29]=[N:28][N:27]([CH3:30])[C:26]=1[N:31]1[CH2:32][CH2:33][CH2:34][C:35]2([CH2:36][NH:37][CH2:38]2)[CH2:46]1)=[O:23]. Procedure: tert-butyl 8-[4-[[5-(tert-butoxycarbonylamino)-2-(2,6-difluorophenyl)thiazole-4-carbonyl]amino]-2-methyl-pyrazol-3-yl]-2,8-diazaspiro[3.5]nonane-2-carboxylate (336 mg, 0.51 mmol) was dissolved in methanol (2 mL) and dichloromethane (2 mL) before the addition of 4 M of hydrogen chloride in 1,4-Dioxane (2 mL). The solution was stirred at room temperature for 16 hr. After evaporation, a crude mixture as an off while solid (345 mg) was obtained. The crude mixture was purified by reverse phase HPLC t... Starting materials: CCCCCN1C(=O)C(C)(C)c2cc(NC(=O)CCc3ccccc3)c([N+](=O)[O-])cc21, CI, CN(C)C=O, [K+], [K+], O=C([O-])[O-]. The product is CCCCCN1C(=O)C(C)(C)c2cc(N(C)C(=O)CCc3ccccc3)c([N+](=O)[O-])cc21. As a reaction SMILES: [CH3:1][C:2]1([CH3:31])[C:3](=[O:30])[N:4]([CH2:25][CH2:26][CH2:27][CH2:28][CH3:29])[c:5]2[cH:6][c:7]([N+:22](=[O:23])[O-:24])[c:8]([NH:11][C:12]([CH2:13][CH2:14][c:15]3[cH:16][cH:17][cH:18][cH:19][cH:20]3)=[O:21])[cH:9][c:10]21.[CH3:38][I:39].[CH3:40][N:41]([CH3:42])[CH:43]=[O:44].[K+:32].[K+:33].[O-:34][C:35]([O-:36])=[O:37]>>[CH3:1][C:2]1([CH3:31])[C:3](=[O:30])[N:4]([CH2:25][CH2:26][CH2:27][CH2:28][CH3:29])[c:5]2[cH:6][c:7]([N+:22](=[O:23])[O-:24])[c:8]([N:11]([C:12]([CH2:13][CH2:14][c:15]3[cH:16][cH:17][cH:18][cH:19][cH:20]3)=[O:21])[CH3:35])[cH:9][c:10]21. The reactants are CN1CCC(O)N(c2nnc(C(C)(C)C)s2)C1=O, O=C(Cl)Oc1ccc(Cl)cc1, c1ccncc1. Yields the product CN1CCC(OC(=O)Oc2ccc(Cl)cc2)N(c2nnc(C(C)(C)C)s2)C1=O. Reaction SMILES: [C:1]([CH3:2])([CH3:3])([CH3:4])[c:5]1[n:6][n:7][c:8]([N:10]2[C:11](=[O:18])[N:12]([CH3:17])[CH2:13][CH2:14][CH:15]2[OH:16])[s:9]1.[Cl:19][C:20](=[O:21])[O:22][c:23]1[cH:24][cH:25][c:26]([Cl:29])[cH:27][cH:28]1.[cH:30]1[cH:31][cH:32][n:33][cH:34][cH:35]1>>[C:1]([CH3:2])([CH3:3])([CH3:4])[c:5]1[n:6][n:7][c:8]([N:10]2[C:11](=[O:18])[N:12]([CH3:17])[CH2:13][CH2:14][CH:15]2[O:16][C:20](=[O:21])[O:22][c:23]2[cH:24][cH:25][c:26]([Cl:29])[cH:27][cH:28]2)[s:9]1. Starting materials: ClC1=C(C=C(C(=C1)Cl)Cl)[N+](=O)[O-] (2,4,5-trichloronitrobenzene), C(CN)N (ethylenediamine), C(C)O (ethanol). The solvent is O (water). Yields the product ClC1=CC(=C(NCCN)C=C1Cl)[N+](=O)[O-] (4,5-dichloro-2-nitro-N-β-aminoethylaniline). As a reaction SMILES: Cl[C:2]1[CH:7]=[C:6]([Cl:8])[C:5]([Cl:9])=[CH:4][C:3]=1[N+:10]([O-:12])=[O:11].[CH2:13]([NH2:16])[CH2:14][NH2:15].C(O)C>O>[Cl:9][C:5]1[C:6]([Cl:8])=[CH:7][C:2]([NH:15][CH2:14][CH2:13][NH2:16])=[C:3]([N+:10]([O-:12])=[O:11])[CH:4]=1. Procedure details: 0.13 mole (30.6 g) of 2,4,5-trichloronitrobenzene is added to a solution of 78 g of ethylenediamine in 100 ml of 96° ethanol and 117 ml of water. After heating under reflux for 1 h 30 min, the reaction mixture is cooled. After dilution with iced water, the expected product precipitates. It melts as 84° C.-87° C.